This data is from the Open Reaction Database (ORD), a public repository of structured organic reaction records. The task is: describe an organic reaction: reactants, conditions, products, and yield The reactants are CC1(C)OC(=O)N(CC(=O)O)C1=O, Cl, CN(C(=O)N(C)C1CCNCC1c1ccc(F)cc1)c1cc(C(F)(F)F)cc(C(F)(F)F)c1. Product: CN(C(=O)N(C)C1CCN(C(=O)CN2C(=O)OC(C)(C)C2=O)CC1c1ccc(F)cc1)c1cc(C(F)(F)F)cc(C(F)(F)F)c1. Reaction SMILES: [CH3:35][C:36]1([CH3:47])[C:37](=[O:46])[N:38]([CH2:42][C:43](=[O:44])[OH:45])[C:39](=[O:41])[O:40]1.[ClH:1].[F:2][C:3]([c:4]1[cH:5][c:6]([N:14]([C:15](=[O:16])[N:17]([CH3:18])[CH:19]2[CH:20]([c:25]3[cH:26][cH:27][c:28]([F:31])[cH:29][cH:30]3)[CH2:21][NH:22][CH2:23][CH2:24]2)[CH3:32])[cH:7][c:8]([C:10]([F:11])([F:12])[F:13])[cH:9]1)([F:33])[F:34]>>[F:2][C:3]([c:4]1[cH:5][c:6]([N:14]([C:15](=[O:16])[N:17]([CH3:18])[CH:19]2[CH:20]([c:25]3[cH:26][cH:27][c:28]([F:31])[cH:29][cH:30]3)[CH2:21][N:22]([C:43]([CH2:42][N:38]3[C:37](=[O:46])[C:36]([CH3:35])([CH3:47])[O:40][C:39]3=[O:41])=[O:44])[CH2:23][CH2:24]2)[CH3:32])[cH:7][c:8]([C:10]([F:11])([F:12])[F:13])[cH:9]1)([F:33])[F:34].